Dataset: the Open Reaction Database (ORD), a public repository of structured organic reaction records. Task: describe an organic reaction: reactants, conditions, products, and yield As a reaction SMILES: Cl[C:2]([O:4][CH2:5][CH:6]([CH2:9][CH3:10])[CH2:7][CH3:8])=[O:3].[S:11]1[CH:15]=[C:14]([C:16]2[NH:17][C:18]3[CH:24]=[CH:23][CH:22]=[CH:21][C:19]=3[N:20]=2)[N:13]=[CH:12]1>N1C=CC=CC=1>[CH2:7]([CH:6]([CH2:9][CH3:10])[CH2:5][O:4][C:2]([N:20]1[C:19]2[CH:21]=[CH:22][CH:23]=[CH:24][C:18]=2[N:17]=[C:16]1[C:14]1[N:13]=[CH:12][S:11][CH:15]=1)=[O:3])[CH3:8]. The solvent is N1=CC=CC=C1 (pyridine). Reaction conditions: time 35 minute. The product is C(C)C(COC(=O)N1C(=NC2=C1C=CC=C2)C=2N=CSC2)CC (1-(2-Ethyl-1-butoxycarbonyl)-2-(4-thiazolyl)-benzimidazole). Procedure: 17.9 G (0.108 moles) of 2-ethyl-1-butyl chloroformate is added dropwise with protection from moisture to a stirred suspension of 21.7 (0.108 moles) of 2-(4-thiazolyl)-benzimidazole in 150 ml. of pyridine. The addition is carried out over a period of 35 minutes after which the reaction mixture is stirred overnight at room temperature. The reaction mixture is filtered and the filtrate evaporated to dryness in vacuo. The gummy residue is treated with 250 ml. of methylene chloride, filtered and wash... The reactants are ClC(=O)OCC(CC)CC (2-ethyl-1-butyl chloroformate), 21.7, S1C=NC(=C1)C=1NC2=C(N1)C=CC=C2 (2-(4-thiazolyl)-benzimidazole). Starting materials: C1(CCCCCO1)=O (caprolactone), [Cl-].[NH4+] (ammonium chloride), C(C)(C)NC(C)C (diisopropylamine), CI (methyl iodide). Solvent: O1CCCC1 (tetrahydrofuran), O1CCCC1 (tetrahydrofuran). Conditions: time 1 hour. Yields the product CC1C(=O)NCCCC1 (2-methylcaprolactam). Yield: 66.0%. RXN SMILES: [CH:1](NC(C)C)(C)C.[C:8]1(=O)[O:14][CH2:13][CH2:12][CH2:11][CH2:10][CH2:9]1.CI.[Cl-].[NH4+:19]>O1CCCC1>[CH3:1][CH:12]1[CH2:11][CH2:10][CH2:9][CH2:8][NH:19][C:13]1=[O:14] |f:3.4|. Reported procedure: 1.6M n-butyllithium-hexane solution (28.9 ml, 46.2 mmole) was added dropwise to a solution of diisopropylamine (6.5 ml, 46.4 mmole) in tetrahydrofuran (50 ml) at -60° C. under an argon atmosphere, with stirring. 10 minutes later, a solution of caprolactone (5.0 g, 43.8 mmole) in tetrahydrofuran (10 ml) was added dropwise to the solution. After the reaction was allowed to proceed for 20 minutes under the same reaction conditions, a solution of methyl iodide (7.5 g, 52.8 mmole) in hexamethylphosph... The reactants are COC1CCC(N(C)C(=O)c2ccc3nonc3c2)CC1, Cc1ccccc1, S=P12SP3(=S)SP(=S)(S1)SP(=S)(S2)S3. Product: COC1CCC(N(C)C(=S)c2ccc3nonc3c2)CC1. RXN SMILES: [CH3:1][O:2][CH:3]1[CH2:4][CH2:5][CH:6]([N:9]([C:10](=[O:11])[c:12]2[cH:13][c:14]3[c:15]([n:16][o:17][n:18]3)[cH:19][cH:20]2)[CH3:21])[CH2:7][CH2:8]1.[CH3:36][c:37]1[cH:38][cH:39][cH:40][cH:41][cH:42]1.[P:22]12(=[S:23])[S:24][P:25]3(=[S:35])[S:26][P:27](=[S:33])([S:28][P:29](=[S:32])([S:30]3)[S:31]1)[S:34]2>>[CH3:1][O:2][CH:3]1[CH2:4][CH2:5][CH:6]([N:9]([C:10]([c:12]2[cH:13][c:14]3[c:15]([n:16][o:17][n:18]3)[cH:19][cH:20]2)=[S:23])[CH3:21])[CH2:7][CH2:8]1.